From a dataset of the Open Reaction Database (ORD), a public repository of structured organic reaction records. describe an organic reaction: reactants, conditions, products, and yield Starting materials: BrCC(=O)C1=CC(=C(C=C1)Cl)S(N)(=O)=O (2-bromo-4'-chloro-3'-sulfamoylacetophenone), C(C=C)NC(=S)NCC=1C=NC=CC1 (1-allyl-3-(3-pyridylmethyl)-thiourea). Yields the product Br.C(C=C)N1C(SCC1(O)C1=CC(=C(C=C1)Cl)S(N)(=O)=O)=NCC=1C=NC=CC1 (3-Allyl-4-(4-chloro-3-sulfamoylphenyl)-2-(3-pyridylmethylimino)-1,3-thiazolidine-4-ol-hydrobromide). Reaction SMILES: [Br:1][CH2:2][C:3]([C:5]1[CH:10]=[CH:9][C:8]([Cl:11])=[C:7]([S:12](=[O:15])(=[O:14])[NH2:13])[CH:6]=1)=[O:4].[CH2:16]([NH:19][C:20]([NH:22][CH2:23][C:24]1[CH:25]=[N:26][CH:27]=[CH:28][CH:29]=1)=[S:21])[CH:17]=[CH2:18]>>[BrH:1].[CH2:16]([N:19]1[C:3]([C:5]2[CH:10]=[CH:9][C:8]([Cl:11])=[C:7]([S:12](=[O:15])(=[O:14])[NH2:13])[CH:6]=2)([OH:4])[CH2:2][S:21][C:20]1=[N:22][CH2:23][C:24]1[CH:25]=[N:26][CH:27]=[CH:28][CH:29]=1)[CH:17]=[CH2:18] |f:2.3|. Reported procedure: 4.7 g of 2-bromo-4'-chloro-3'-sulfamoylacetophenone and 3 g of 1-allyl-3-(3-pyridylmethyl)-thiourea were reacted as prescribed in Example 23 and the end product was filtered off. Colorless solid body, decomposition beginning at 82° C γC=N 1605 cm-1. The reactants are C(OC)(OC)OC (trimethyl orthoformate), C(=O)(C(F)(F)F)O (TFA), BrC=1C=C(C=NC1Cl)C1=CN=C(S1)NC(C)C (5-(5-bromo-6-chloropyridin-3-yl)-N-isopropylthiazol-2-amine), O.NN (hydrazine monohydrate). Solvent: C(Cl)Cl (CH2Cl2), CCCCO (n-BuOH). Run at temperature 105 celsius, time 10 minute. Yields the product BrC=1C=2N(C=C(C1)C1=CN=C(S1)NC(C)C)C=NN2 (5-(8-bromo-[1,2,4]triazolo[4,3-a]pyridin-6-yl)-N-isopropylthiazol-2-amine). Isolated yield 60.0%. RXN SMILES: [Br:1][C:2]1[CH:3]=[C:4]([C:9]2[S:13][C:12]([NH:14][CH:15]([CH3:17])[CH3:16])=[N:11][CH:10]=2)[CH:5]=[N:6][C:7]=1Cl.O.[NH2:19][NH2:20].[CH:21](OC)(OC)OC.C(O)(C(F)(F)F)=O>CCCCO.C(Cl)Cl>[Br:1][C:2]1[C:7]2[N:6]([CH:21]=[N:19][N:20]=2)[CH:5]=[C:4]([C:9]2[S:13][C:12]([NH:14][CH:15]([CH3:17])[CH3:16])=[N:11][CH:10]=2)[CH:3]=1 |f:1.2|. Procedure details: To a mixture of 5-(5-bromo-6-chloropyridin-3-yl)-N-isopropylthiazol-2-amine (341 mg, 1.02 mmol) in n-BuOH (5 mL) was added hydrazine monohydrate (806 μL, 2.55 mmol). The reaction mixture was heated at 105° C. in a sealed tube overnight, cooled and concentrated. The residue was added trimethyl orthoformate (335 μL, 3.06 mmol), CH2Cl2 (5 mL) and stirred for 10 mins, then added TFA (118 μL, 1.53 mmol). The reaction was continued to stir for 45 mins, and then concentrated. The residue was added wate... Starting materials: FC1=CC=C(C=C1)C=1C(=C(NC1)CCCOS(=O)(=O)C)C1=CC=NC=C1 (4-(4-fluorophenyl)-2-(3-mesyloxypropyl)-3-(4-pyridyl)pyrrole), N1CCOCC1 (morpholine). Run in C(Cl)Cl (CH2Cl2), C(Cl)Cl (CH2Cl2). The product is FC1=CC=C(C=C1)C=1C(=C(NC1)CCCN1CCOCC1)C1=CC=NC=C1 (4-(4-fluorophenyl)-2-(3-morpholinopropyl)-3-(4-pyridyl)pyrrole). RXN SMILES: [F:1][C:2]1[CH:7]=[CH:6][C:5]([C:8]2[C:9]([C:21]3[CH:26]=[CH:25][N:24]=[CH:23][CH:22]=3)=[C:10]([CH2:13][CH2:14][CH2:15]OS(C)(=O)=O)[NH:11][CH:12]=2)=[CH:4][CH:3]=1.[NH:27]1[CH2:32][CH2:31][O:30][CH2:29][CH2:28]1>C(Cl)Cl>[F:1][C:2]1[CH:7]=[CH:6][C:5]([C:8]2[C:9]([C:21]3[CH:22]=[CH:23][N:24]=[CH:25][CH:26]=3)=[C:10]([CH2:13][CH2:14][CH2:15][N:27]3[CH2:32][CH2:31][O:30][CH2:29][CH2:28]3)[NH:11][CH:12]=2)=[CH:4][CH:3]=1. Procedure: 4-(4-fluorophenyl)-2-(3-mesyloxypropyl)-3-(4-pyridyl)pyrrole (0.25 g, 0.0007 mol) was refluxed for 16 hours in CH2Cl2 (50 mL) and morpholine (0.25 mL). The solution was cooled and diluted with CH2Cl2 (˜100 mL), then washed with H2O (3×50 mL). The organics were dried over Na2SO4 and evaporated in vacuo to give an oil. This oil was purified on SiO2 eluting with 10% MeOH in CH2Cl2 to give 4-(4-fluorophenyl)-2-(3-morpholinopropyl)-3-(4-pyridyl)pyrrole isolated as a solid (0.088 g, 36% yield). 1HNMR ... Reactants: 3-L, Cl (HCl), acetal, O1CCOC12CCC(CC2)C2=CNC1=CC=CC=C21 (3-(1,4-dioxaspiro[4.5]decan-8-yl)-1H-indole), CN(C)C=O (DMF). Run in O (water). Reaction conditions: temperature 50 celsius, time 24 hour. Yields the product N1C=C(C2=CC=CC=C12)C1CCC(CC1)=O (4-(1H-indol-3-yl)cyclohexanone). Reaction SMILES: O1[C:5]2([CH2:10][CH2:9][CH:8]([C:11]3[C:19]4[C:14](=[CH:15][CH:16]=[CH:17][CH:18]=4)[NH:13][CH:12]=3)[CH2:7][CH2:6]2)[O:4]CC1.CN(C=O)C.Cl>O>[NH:13]1[C:14]2[C:19](=[CH:18][CH:17]=[CH:16][CH:15]=2)[C:11]([CH:8]2[CH2:7][CH2:6][C:5](=[O:4])[CH2:10][CH2:9]2)=[CH:12]1. Reported procedure: To a 3-L, four-neck round bottom flask equipped with an overhead stirrer, temperature probe, addition funnel, was added 3-(1,4-dioxaspiro[4.5]decan-8-yl)-1H-indole (as prepared in the previous step, 143.2 g, 0.56 mol) and DMF (190 mL). The suspension was heated to 50° C., and aqueous HCl (2M, 290 mL) was charged to the addition funnel and added dropwise and after about 5 mins, a precipitate formed. The reaction was stirred at 30° C. for 24 h. HPLC showed there was <2% of the acetal remaining. Th... Starting materials: ClC1=C(C=C(C=C1)[C@@H]1O[C@@H]([C@H]([C@@H]([C@H]1OCC1=CC=CC=C1)OCC1=CC=CC=C1)OCC1=CC=CC=C1)COCC1=CC=CC=C1)CO ((2-Chloro-5-((2S,3S,4R,5R,6R)-3,4,5-tris(benzyloxy)-6-(benzyloxymethyl)tetrahydro-2H-pyran-2-yl)phenyl)methanol), P(Br)(Br)Br (phosphorus tribromide), N1=CC=CC=C1 (pyridine). Run in CCOCC (ether). Reaction conditions: time 15 hour. The product is C(C1=CC=CC=C1)O[C@@H]1[C@H](O[C@H]([C@@H]([C@H]1OCC1=CC=CC=C1)OCC1=CC=CC=C1)C1=CC(=C(C=C1)Cl)CBr)COCC1=CC=CC=C1 ((2R,3R,4R,5S,6S)-3,4,5-Tris(benzyloxy)-2-(benzyloxymethyl)-6-(3-(bromomethyl)-4-chlorophenyl)tetrahydro-2H-pyran). Yield: 203.6%. Reaction SMILES: [Cl:1][C:2]1[CH:7]=[CH:6][C:5]([C@H:8]2[C@H:13]([O:14][CH2:15][C:16]3[CH:21]=[CH:20][CH:19]=[CH:18][CH:17]=3)[C@@H:12]([O:22][CH2:23][C:24]3[CH:29]=[CH:28][CH:27]=[CH:26][CH:25]=3)[C@H:11]([O:30][CH2:31][C:32]3[CH:37]=[CH:36][CH:35]=[CH:34][CH:33]=3)[C@@H:10]([CH2:38][O:39][CH2:40][C:41]3[CH:46]=[CH:45][CH:44]=[CH:43][CH:42]=3)[O:9]2)=[CH:4][C:3]=1[CH2:47]O.P(Br)(Br)[Br:50].N1C=CC=CC=1>CCOCC>[CH2:31]([O:30][C@H:11]1[C@H:12]([O:22][CH2:23][C:24]2[CH:29]=[CH:28][CH:27]=[CH:26][CH:25]=2)[C@@H:13]([O:14][CH2:15][C:16]2[CH:21]=[CH:20][CH:19]=[CH:18][CH:17]=2)[C@H:8]([C:5]2[CH:6]=[CH:7][C:2]([Cl:1])=[C:3]([CH2:47][Br:50])[CH:4]=2)[O:9][C@@H:10]1[CH2:38][O:39][CH2:40][C:41]1[CH:46]=[CH:45][CH:44]=[CH:43][CH:42]=1)[C:32]1[CH:37]=[CH:36][CH:35]=[CH:34][CH:33]=1. Reported procedure: To a solution of alcohol 105 (5.33 g, 8.01 mmol) in ether (50 mL) were added phosphorus tribromide (0.26 mL, 2.80 mmol) and catalytic amount of pyridine at 0° C. The mixture was allowed to warm to room temperature and stirred at room temperature for 15 hours. The mixture was extracted with EtOAc/H2O (100 mL/150 mL). The combined organic layer was dried over MgSO4, filtered, and concentrated in vacuo. The residue was purified by silica gel column chromatography to provide the title bromide 106 (4... The reactants are Brc1ccc(CN2CCOCC2)o1, COC(=O)c1ccc(Br)c(C)c1, O=C([O-])[O-], CC(=O)[O-], CC(=O)[O-], CC(=O)[O-], CCOC(C)=O, [Cs+], [Cs+], [K+], CN(C)C=O, O, [Pd+2], c1ccc(P(c2ccccc2)(c2ccccc2)[Pd](P(c2ccccc2)(c2ccccc2)c2ccccc2)(P(c2ccccc2)(c2ccccc2)c2ccccc2)P(c2ccccc2)(c2ccccc2)c2ccccc2)cc1. Product: COC(=O)c1ccc(-c2ccc(CN3CCOCC3)o2)c(C)c1. RXN SMILES: [Br:18][c:19]1[cH:20][cH:21][c:22]([CH2:24][N:25]2[CH2:26][CH2:27][O:28][CH2:29][CH2:30]2)[o:23]1.[Br:1][c:2]1[c:3]([CH3:12])[cH:4][c:5]([C:6](=[O:7])[O:8][CH3:9])[cH:10][cH:11]1.[C:31](=[O:32])([O-:33])[O-:34].[C:44]([O-:45])(=[O:46])[CH3:47].[C:49]([O-:50])(=[O:51])[CH3:52].[CH3:14][C:15](=[O:16])[O-:17].[CH3:37][CH2:38][O:39][C:40]([CH3:41])=[O:42].[Cs+:35].[Cs+:36].[K+:13].[O:130]=[CH:131][N:132]([CH3:133])[CH3:134].[OH2:43].[Pd+2:48].[cH:53]1[cH:54][cH:55][c:56]([P:57]([Pd:58]([P:59]([c:60]2[cH:61][cH:62][cH:63][cH:64][cH:65]2)([c:66]2[cH:67][cH:68][cH:69][cH:70][cH:71]2)[c:72]2[cH:73][cH:74][cH:75][cH:76][cH:77]2)([P:78]([c:79]2[cH:80][cH:81][cH:82][cH:83][cH:84]2)([c:85]2[cH:86][cH:87][cH:88][cH:89][cH:90]2)[c:91]2[cH:92][cH:93][cH:94][cH:95][cH:96]2)[P:97]([c:98]2[cH:99][cH:100][cH:101][cH:102][cH:103]2)([c:104]2[cH:105][cH:106][cH:107][cH:108][cH:109]2)[c:110]2[cH:111][cH:112][cH:113][cH:114][cH:115]2)([c:116]2[cH:117][cH:118][cH:119][cH:120][cH:121]2)[c:122]2[cH:123][cH:124][cH:125][cH:126][cH:127]2)[cH:128][cH:129]1>>[c:2]1(-[c:19]2[cH:20][cH:21][c:22]([CH2:24][N:25]3[CH2:26][CH2:27][O:28][CH2:29][CH2:30]3)[o:23]2)[c:3]([CH3:12])[cH:4][c:5]([C:6](=[O:7])[O:8][CH3:9])[cH:10][cH:11]1. The reactants are Cl.N12CCC(CC1)(CC2)CCC(=O)O (3-(quinuclidin-4-yl)-propionic acid hydrochloride), methyl ester. The solvent is CO (methanol). The product is Cl.N12CCC(CC1)(CC2)CCC(=O)Cl (3-(Quinuclidin-4-yl)-propionylchloride hydrochloride). RXN SMILES: [ClH:1].[N:2]12[CH2:9][CH2:8][C:5]([CH2:10][CH2:11][C:12]([OH:14])=O)([CH2:6][CH2:7]1)[CH2:4][CH2:3]2>CO>[ClH:1].[N:2]12[CH2:9][CH2:8][C:5]([CH2:10][CH2:11][C:12]([Cl:1])=[O:14])([CH2:6][CH2:7]1)[CH2:4][CH2:3]2 |f:0.1,3.4|. Reported procedure: The title compound was prepared from 3-(quinuclidin-4-yl)-propionic acid hydrochloride (0.18 g, 0.0008 moles) as in the method of Example 8, Step 4 0.19 g (100%). MS (+ve ion electrospray) m/z 198 (MH+, 100%)-methyl ester from reaction with methanol). Reactants: C1CCOC1, CC(C)(CC(O)(CC#C[Si](C)(C)C)C(F)(F)F)c1ccccc1C(N)=O. Product: C#CCC(O)(CC(C)(C)c1ccccc1C(N)=O)C(F)(F)F. Reaction SMILES: [CH2:27]1[O:28][CH2:29][CH2:30][CH2:31]1.[OH:1][C:2]([CH2:3][C:4]([CH3:5])([CH3:6])[c:7]1[c:8]([C:9](=[O:10])[NH2:11])[cH:12][cH:13][cH:14][cH:15]1)([CH2:16][C:17]#[C:18][Si:19]([CH3:20])([CH3:21])[CH3:22])[C:23]([F:24])([F:25])[F:26]>>[OH:1][C:2]([CH2:3][C:4]([CH3:5])([CH3:6])[c:7]1[c:8]([C:9](=[O:10])[NH2:11])[cH:12][cH:13][cH:14][cH:15]1)([CH2:16][C:17]#[CH:18])[C:23]([F:24])([F:25])[F:26]. Starting materials: O=C(c1c(F)cc(Br)cc1F)N1CCCC1CN1CCCC1, CS(=O)c1ccc(B(O)O)cc1. Product: CS(=O)c1ccc(-c2cc(F)c(C(=O)N3CCCC3CN3CCCC3)c(F)c2)cc1. Reaction SMILES: [Br:13][c:14]1[cH:15][c:16]([F:34])[c:17]([C:21](=[O:22])[N:23]2[CH:24]([CH2:28][N:29]3[CH2:30][CH2:31][CH2:32][CH2:33]3)[CH2:25][CH2:26][CH2:27]2)[c:18]([F:20])[cH:19]1.[CH3:1][S:2](=[O:3])[c:4]1[cH:5][cH:6][c:7]([B:10]([OH:11])[OH:12])[cH:8][cH:9]1>>[CH3:1][S:2](=[O:3])[c:4]1[cH:5][cH:6][c:7](-[c:14]2[cH:15][c:16]([F:34])[c:17]([C:21](=[O:22])[N:23]3[CH:24]([CH2:28][N:29]4[CH2:30][CH2:31][CH2:32][CH2:33]4)[CH2:25][CH2:26][CH2:27]3)[c:18]([F:20])[cH:19]2)[cH:8][cH:9]1.